From a dataset of the Open Reaction Database (ORD), a public repository of structured organic reaction records. describe an organic reaction: reactants, conditions, products, and yield Reactants: aqueous solution, C([O-])([O-])=O.[Na+].[Na+] (sodium carbonate), FC=1C=CC(=C(C1)B(O)O)OC (5-fluoro-2-methoxyphenylboronic acid), C(C)(C)(C)OC(=O)N1CCC(=CC1)OS(=O)(=O)C(F)(F)F (4-trifluoromethanesulfonyloxy-3,6-dihydro-2H-pyridine-1-carboxylic acid t-butyl ester), COCCOC (1,2-dimethoxyethane). The reagents and catalysts are C=1C=CC(=CC1)[P](C=2C=CC=CC2)(C=3C=CC=CC3)[Pd]([P](C=4C=CC=CC4)(C=5C=CC=CC5)C=6C=CC=CC6)([P](C=7C=CC=CC7)(C=8C=CC=CC8)C=9C=CC=CC9)[P](C=1C=CC=CC1)(C=1C=CC=CC1)C=1C=CC=CC1 (tetrakis(triphenylphosphine)palladium(0)). Solvent: C(C)(=O)OCC (ethyl acetate), [Cl-].[Na+].O (Brine). Conditions: temperature 90 celsius, time 2 hour. Yields the product C(C)(C)(C)OC(=O)N1CCC(=CC1)C1=C(C=CC(=C1)F)OC (4-(5-Fluoro-2-methoxyphenyl)-3,6-dihydro-2H-pyridine-1-carboxylic acid t-butyl ester). Isolated yield 127.3%. As a reaction SMILES: [F:1][C:2]1[CH:3]=[CH:4][C:5]([O:11][CH3:12])=[C:6](B(O)O)[CH:7]=1.[C:13]([O:17][C:18]([N:20]1[CH2:25][CH:24]=[C:23](OS(C(F)(F)F)(=O)=O)[CH2:22][CH2:21]1)=[O:19])([CH3:16])([CH3:15])[CH3:14].COCCOC.C(=O)([O-])[O-].[Na+].[Na+]>[Cl-].[Na+].O.C1C=CC([P]([Pd]([P](C2C=CC=CC=2)(C2C=CC=CC=2)C2C=CC=CC=2)([P](C2C=CC=CC=2)(C2C=CC=CC=2)C2C=CC=CC=2)[P](C2C=CC=CC=2)(C2C=CC=CC=2)C2C=CC=CC=2)(C2C=CC=CC=2)C2C=CC=CC=2)=CC=1.C(OCC)(=O)C>[C:13]([O:17][C:18]([N:20]1[CH2:21][CH:22]=[C:23]([C:6]2[CH:7]=[C:2]([F:1])[CH:3]=[CH:4][C:5]=2[O:11][CH3:12])[CH2:24][CH2:25]1)=[O:19])([CH3:16])([CH3:14])[CH3:15] |f:3.4.5,6.7.8,^1:52,54,73,92|. Procedure: To a mixture of 5-fluoro-2-methoxyphenylboronic acid (1 g, 5.88 mmol), 4-trifluoromethanesulfonyloxy-3,6-dihydro-2H-pyridine-1-carboxylic acid t-butyl ester (4.22 g, 7.64 mmol) (David J. Wustrow, Lawrence D. Wise, Synthesis, 1991, 993) and 1,2-dimethoxyethane (30 mL) were added tetrakis(triphenylphosphine)palladium(0) (0.34 g, 0.29 mmol) and 2N aqueous solution of sodium carbonate (8.82 mL, 17.6 mmol), followed by stirring for 2 hours at an external temperature of 90° C. under a nitrogen atmosph... Starting materials: ice water, CC=1C=CC=C2C=C(N(C(C12)=O)C1=C(C=CC=C1)C)C=O (8-methyl-1-oxo-2-o-tolyl-1,2-dihydroisoquinoline-3-carbaldehyde), C1CCOC1 (THF), O (H2O), Methyl MgBr. Conditions: temperature -78 celsius, time 2 hour. Product: OC(C)C=1N(C(C2=C(C=CC=C2C1)C)=O)C1=C(C=CC=C1)C (3-(1-hydroxyethyl)-8-methyl-2-o-tolylisoquinolin-1(2H)-one). Yield: 71.0%. RXN SMILES: [CH3:1][C:2]1[CH:3]=[CH:4][CH:5]=[C:6]2[C:11]=1[C:10](=[O:12])[N:9]([C:13]1[CH:18]=[CH:17][CH:16]=[CH:15][C:14]=1[CH3:19])[C:8]([CH:20]=[O:21])=[CH:7]2.O.[CH2:23]1COCC1>>[OH:21][CH:20]([C:8]1[N:9]([C:13]2[CH:18]=[CH:17][CH:16]=[CH:15][C:14]=2[CH3:19])[C:10](=[O:12])[C:11]2[C:6]([CH:7]=1)=[CH:5][CH:4]=[CH:3][C:2]=2[CH3:1])[CH3:23]. Reported procedure: 8-Methyl-1-oxo-2-o-tolyl-1,2-dihydroisoquinoline-3-carbaldehyde 4101 (2.4 g, 8.6 mmol) was dissolved in anhydrous THF (280 mL) and cooled to −78° C. under a nitrogen atmosphere. Methyl MgBr (2 M, 5 mL, 10 mmol) was added slowly, and the resulting mixture was stirred at −78° C. for 2 h. H2O (5 mL) was added and then the solution was poured into ice-water (200 mL) and extracted with ethyl acetate (3×50 mL). The combined organic layer was washed with brine, dried over Na2SO4 and filtered. The filtr... Reactants: O=C(Cl)c1cccc(Br)c1, CC(C)N, ClCCl. Yields the product CC(C)NC(=O)c1cccc(Br)c1. RXN SMILES: [Br:1][c:2]1[cH:3][c:4]([C:5](=[O:6])[Cl:7])[cH:8][cH:9][cH:10]1.[CH3:11][CH:12]([CH3:13])[NH2:14].[Cl:15][CH2:16][Cl:17]>>[Br:1][c:2]1[cH:3][c:4]([C:5](=[O:6])[NH:14][CH:12]([CH3:11])[CH3:13])[cH:8][cH:9][cH:10]1. The reactants are FeCl3, ClC(C(F)(F)F)C1(OC2=C(O1)C=CC=C2)C(F)(F)F (2-(1-Chloro-2,2,2-trifluoroethyl)-2-trifluoromethyl-1,3-benzodioxole), BrBr (bromine). Run in C(Cl)(Cl)(Cl)Cl (carbon tetrachloride). Reaction conditions: time 3 hour. Product: BrC1=CC2=C(OC(O2)(C(F)(F)F)C(C(F)(F)F)Cl)C=C1 (5-Bromo-2-(1-chloro-2,2,2-trifluoroethyl)-2-trifluoromethyl-1,3-benzodioxol). RXN SMILES: [Cl:1][CH:2]([C:7]1([C:16]([F:19])([F:18])[F:17])[O:11][C:10]2[CH:12]=[CH:13][CH:14]=[CH:15][C:9]=2[O:8]1)[C:3]([F:6])([F:5])[F:4].[Br:20]Br>C(Cl)(Cl)(Cl)Cl>[Br:20][C:13]1[CH:14]=[CH:15][C:9]2[O:8][C:7]([CH:2]([Cl:1])[C:3]([F:6])([F:5])[F:4])([C:16]([F:19])([F:18])[F:17])[O:11][C:10]=2[CH:12]=1. Reported procedure: 51 g of 2-(1-chloro-2,2,2-trifluoroethyl)-2-trifluoromethyl-1,3-benzodioxole from Example 2 or 17 were dissolved in 300 ml of carbon tetrachloride, and 0.5 g of anhydrous FeCl3 was added. 32 g of bromine were then added and the mixture was stirred for 3 hours under reflux. After cooling, it was washed with 10% NaHSO3 solution, dried over MgSO4 and distilled. The yield was 49 g (63% of theory) and the boiling point was 94°-98° C. at 8 mbar.